This data is from the Open Reaction Database (ORD), a public repository of structured organic reaction records. The task is: describe an organic reaction: reactants, conditions, products, and yield Reactants: [N+](=O)([O-])C1=CC=C(OC2=C(C(=O)OC3=CC=CC=C3)C=CC=C2)C=C1 (phenyl 2-(4'-nitrophenoxy)benzoate), [H][H] (hydrogen). The reagents and catalysts are [Pd] (palladium). Solvent: C(C)O (ethanol). The product is NC1=CC=C(OC2=C(C(=O)OC3=CC=CC=C3)C=CC=C2)C=C1 (phenyl 2-(4'-aminophenoxy)benzoate). Isolated yield 91.8%. RXN SMILES: [N+:1]([C:4]1[CH:25]=[CH:24][C:7]([O:8][C:9]2[CH:23]=[CH:22][CH:21]=[CH:20][C:10]=2[C:11]([O:13][C:14]2[CH:19]=[CH:18][CH:17]=[CH:16][CH:15]=2)=[O:12])=[CH:6][CH:5]=1)([O-])=O.[H][H]>C(O)C.[Pd]>[NH2:1][C:4]1[CH:25]=[CH:24][C:7]([O:8][C:9]2[CH:23]=[CH:22][CH:21]=[CH:20][C:10]=2[C:11]([O:13][C:14]2[CH:19]=[CH:18][CH:17]=[CH:16][CH:15]=2)=[O:12])=[CH:6][CH:5]=1. Procedure details: 9 g of phenyl 2-(4'-nitrophenoxy)benzoate, prepared as described in Example 1, are contacted with hydrogen in 50 cm3 of ethanol, in the presence of 5% palladium (100 mg) on coal. After recrystallization in 100 cm3 of a methanol-water mixture (50--50 by volume), 7.52 g of phenyl 2-(4'-aminophenoxy)benzoate (m.p. 102° C.) are obtained (yield: 92%). Reaction SMILES: [C:33]([OH:34])(=[O:35])[CH3:36].[CH3:38][CH2:39][O:40][CH2:41][CH3:42].[Cl:1][c:2]1[c:3]([O:21][CH3:22])[cH:4][c:5]([N:8]2[CH2:9][CH2:10][CH:11]([CH:14]([C:15](=[O:16])[O:17][CH2:18][CH3:19])[CH3:20])[CH2:12][CH2:13]2)[cH:6][cH:7]1.[Cl:23][N:24]1[C:25](=[O:26])[CH2:27][CH2:28][C:29]1=[O:30].[Na+:32].[OH-:31].[OH2:37]>>[Cl:1][c:2]1[c:3]([O:21][CH3:22])[cH:4][c:5]([N:8]2[CH2:9][CH2:10][CH:11]([CH:14]([C:15](=[O:16])[O:17][CH2:18][CH3:19])[CH3:20])[CH2:12][CH2:13]2)[c:6]([Cl:23])[cH:7]1. Yields the product CCOC(=O)C(C)C1CCN(c2cc(OC)c(Cl)cc2Cl)CC1. Reactants: CC(=O)O, CCOCC, CCOC(=O)C(C)C1CCN(c2ccc(Cl)c(OC)c2)CC1, O=C1CCC(=O)N1Cl, [Na+], [OH-], O.